This data is from the Open Reaction Database (ORD), a public repository of structured organic reaction records. The task is: describe an organic reaction: reactants, conditions, products, and yield The reactants are TEA, COC(=O)N1C2C(C(C1)C1=CNC3=CC(=CC=C13)F)N(CC2)C(C(C2CCCCC2)NC(=O)OC(C)(C)C)=O (4-(2-tert-Butoxycarbonylamino-2-cyclohexyl-acetyl)-3-(6-fluoro-1H-indol-3-yl)-hexahydro-pyrrolo[3,2-b]pyrrole-1-carboxylic acid methyl ester), C1(=CC=CC=C1)CC(=O)Cl (phenylacetyl chloride). The solvent is C(Cl)Cl (DCM), C(Cl)Cl (DCM). Conditions: temperature 0 celsius, time 40 minute. The product is C(C)(C)(C)OC(NC(C(=O)N1C2C(CC1)N(CC2C2=CNC1=CC(=CC=C21)F)C(CC2=CC=CC=C2)=O)C2CCCCC2)=O ({1-Cyclohexyl-2-[6-(6-fluoro-1H-indol-3-yl)-4-phenylacetyl-hexahydro-pyrrolo[3,2-b]pyrrol-1-yl]-2-oxo-ethyl}-carbamic acid tert-butyl ester). Isolated yield 66.4%. Reaction SMILES: C[O:2][C:3]([N:5]1[CH2:9][CH:8]([C:10]2[C:18]3[C:13](=[CH:14][C:15]([F:19])=[CH:16][CH:17]=3)[NH:12][CH:11]=2)[CH:7]2[N:20]([C:23](=[O:39])[CH:24]([NH:31][C:32]([O:34][C:35]([CH3:38])([CH3:37])[CH3:36])=[O:33])[CH:25]3[CH2:30][CH2:29][CH2:28][CH2:27][CH2:26]3)[CH2:21][CH2:22][CH:6]12)=O.[C:40]1([CH2:46]C(Cl)=O)[CH:45]=[CH:44][CH:43]=[CH:42][CH:41]=1>C(Cl)Cl>[C:35]([O:34][C:32](=[O:33])[NH:31][CH:24]([CH:25]1[CH2:30][CH2:29][CH2:28][CH2:27][CH2:26]1)[C:23]([N:20]1[CH2:21][CH2:22][CH:6]2[N:5]([C:3](=[O:2])[CH2:46][C:40]3[CH:45]=[CH:44][CH:43]=[CH:42][CH:41]=3)[CH2:9][CH:8]([C:10]3[C:18]4[C:13](=[CH:14][C:15]([F:19])=[CH:16][CH:17]=4)[NH:12][CH:11]=3)[CH:7]12)=[O:39])([CH3:38])([CH3:37])[CH3:36]. Reported procedure: A solution containing amine 50 (296 mg, 0.61 mmol) in DCM (8 mL) was cooled to 0° C. TEA (145 mg, 1.43 mmol) was added followed by phenylacetyl chloride (105 mg, 0.68 mmol) and the reaction mixture was warmed to ambient temperature. After 40 min, the reaction mixture was diluted with DCM and the resulting organic solution was washed successively with 1M HCl and brine, dried over anhydrous Na2SO4, filtered, and concentrated. The crude product was purified by flash silica gel chromatography (1:1 h... Starting materials: S(=O)([O-])S(=O)[O-].[Na+].[Na+] (sodium hydrosulfite), OCCN(C1=CC=C(C=C1)NC1=C/C(/C(=C(C1=O)C)O)=N/C1=CC=C(C=C1)N(CCO)CCO)CCO ((4Z)-6-({4-[bis(2-hydroxyethyl)-amino]phenyl}amino)-4-({4-[bis(2-hydroxyethyl)amino]-phenyl}imino)-3-hydroxy-2-methylcyclohexa-2,5-dien-1-one). Solvent: CO (methanol), [OH-].[Na+] (sodium hydroxide). Product: OCCN(C1=CC=C(C=C1)NC1=C(C(=C(C(=C1)NC1=CC=C(C=C1)N(CCO)CCO)O)C)O)CCO (4,6-Bis({4-[bis(2-hydroxyethyl)amino]phenyl}amino)-2-methyl-benzene-1,3-diol). Reaction SMILES: [OH:1][CH2:2][CH2:3][N:4]([CH2:35][CH2:36][OH:37])[C:5]1[CH:10]=[CH:9][C:8]([NH:11][C:12]2[C:17](=[O:18])[C:16]([CH3:19])=[C:15]([OH:20])/[C:14](=[N:21]\[C:22]3[CH:27]=[CH:26][C:25]([N:28]([CH2:32][CH2:33][OH:34])[CH2:29][CH2:30][OH:31])=[CH:24][CH:23]=3)/[CH:13]=2)=[CH:7][CH:6]=1.S(S([O-])=O)([O-])=O.[Na+].[Na+]>CO.[OH-].[Na+]>[OH:1][CH2:2][CH2:3][N:4]([CH2:35][CH2:36][OH:37])[C:5]1[CH:10]=[CH:9][C:8]([NH:11][C:12]2[CH:13]=[C:14]([NH:21][C:22]3[CH:27]=[CH:26][C:25]([N:28]([CH2:29][CH2:30][OH:31])[CH2:32][CH2:33][OH:34])=[CH:24][CH:23]=3)[C:15]([OH:20])=[C:16]([CH3:19])[C:17]=2[OH:18])=[CH:7][CH:6]=1 |f:1.2.3,5.6|. Procedure: 13 mg (0.04 mol) of (4Z)-6-({4-[bis(2-hydroxyethyl)-amino]phenyl}amino)-4-({4-[bis(2-hydroxyethyl)amino]-phenyl}imino)-3-hydroxy-2-methylcyclohexa-2,5-dien-1-one are added to a solution containing 16 mg of sodium hydrosulfite in 500 μl of methanol and 5 μl of aqueous sodium hydroxide solution. The reaction medium is stirred and the solution is then worked up according to the usual procedure and characterized. 4,6-Bis({4-[bis(2-hydroxyethyl)amino]phenyl}amino)-2-methyl-benzene-1,3-diol is obtaine... The reactants are C(=O)NC=1SC=C(N1)C(C(=O)O)=NOC (2-(2-formamidothiazol-4-yl)-2-methoxyiminoacetic acid), P(=O)(Cl)(Cl)Cl (phosphorus oxychloride), Cl.NC1[C@@H]2N(C(=C(CS2)C=C)C(=O)OC(C2=CC=CC=C2)C2=CC=CC=C2)C1=O (benzhydryl 7-amino-3-vinyl-3-cephem-4-carboxylate hydrochloride), C[Si](C)(C)CC(=O)N (trimethylsilylacetamide). Solvent: C(C)(=O)OCC (ethyl acetate), O (water), C(C)(=O)OCC (ethyl acetate), CN(C=O)C (N,N-dimethylformamide), C(C)(=O)OCC (ethyl acetate). Product: C(=O)NC=1SC=C(N1)C(C(=O)NC1[C@@H]2N(C(=C(CS2)C=C)C(=O)OC(C2=CC=CC=C2)C2=CC=CC=C2)C1=O)=NOC (benzhydryl 7-[2-(2-formamidothiazol-4-yl)-2-methoxyiminoacetamido]-3-vinyl-3-cephem-4-carboxylate). Yield: 89.8%. As a reaction SMILES: Cl.[NH2:2][CH:3]1[C:28](=[O:29])[N:5]2[C:6]([C:12]([O:14][CH:15]([C:22]3[CH:27]=[CH:26][CH:25]=[CH:24][CH:23]=3)[C:16]3[CH:21]=[CH:20][CH:19]=[CH:18][CH:17]=3)=[O:13])=[C:7]([CH:10]=[CH2:11])[CH2:8][S:9][C@H:4]12.C[Si](CC(N)=O)(C)C.[CH:38]([NH:40][C:41]1[S:42][CH:43]=[C:44]([C:46](=[N:50][O:51][CH3:52])[C:47](O)=[O:48])[N:45]=1)=[O:39].P(Cl)(Cl)(Cl)=O>C(OCC)(=O)C.O.CN(C)C=O>[CH:38]([NH:40][C:41]1[S:42][CH:43]=[C:44]([C:46](=[N:50][O:51][CH3:52])[C:47]([NH:2][CH:3]2[C:28](=[O:29])[N:5]3[C:6]([C:12]([O:14][CH:15]([C:16]4[CH:21]=[CH:20][CH:19]=[CH:18][CH:17]=4)[C:22]4[CH:23]=[CH:24][CH:25]=[CH:26][CH:27]=4)=[O:13])=[C:7]([CH:10]=[CH2:11])[CH2:8][S:9][C@H:4]23)=[O:48])[N:45]=1)=[O:39] |f:0.1|. Reported procedure: To a solution of benzhydryl 7-amino-3-vinyl-3-cephem-4-carboxylate hydrochloride (1.9 g) and trimethylsilylacetamide (4.6 g) in ethyl acetate (30 ml) was added at -30° C. a solution of the activated acid, which was prepared by stirring a mixture of 2-(2-formamidothiazol-4-yl)-2-methoxyiminoacetic acid (syn isomer) (1.1 g), phosphorus oxychloride (0.81 g), N,N-dimethylformamide (0.39 g) and ethyl acetate (20 ml) for half an hour under ice-cooling, and the mixture was stirred at -30° to -10° C. fo... Starting materials: CC1=CC=C(C=C1)S(=O)(=O)OCCOCC1=C(C=C(C=C1)CNC(=O)C=1C(=NC2=NC=CC=C2C1)C)F (2-[[2-fluoro-4-[[(2-methyl-1,8-naphthyridine-3-carbonyl)amino]methyl]phenyl]methoxy]ethyl 4-methylbenzenesulfonate), C1COCCOCCN2CCOCCOCCN1CCOCCOCC2 (Kryptofix 222), [F-].[K+] (KF). Run in CC#N (MeCN), O (water). Product: FC=1C=C(C=CC1COCCF)CNC(=O)C=1C(=NC2=NC=CC=C2C1)C (N-[[3-fluoro-4-(2-fluoroethoxymethyl)phenyl]methyl]-2-methyl-1,8-naphthyridine-3-carboxamide). RXN SMILES: CC1C=CC(S(O[CH2:12][CH2:13][O:14][CH2:15][C:16]2[CH:21]=[CH:20][C:19]([CH2:22][NH:23][C:24]([C:26]3[C:27]([CH3:36])=[N:28][C:29]4[C:34]([CH:35]=3)=[CH:33][CH:32]=[CH:31][N:30]=4)=[O:25])=[CH:18][C:17]=2[F:37])(=O)=O)=CC=1.C1N2CCOCCOCCN(CCOCCOCC2)CCOCCOC1.[F-:64].[K+]>CC#N.O>[F:37][C:17]1[CH:18]=[C:19]([CH2:22][NH:23][C:24]([C:26]2[C:27]([CH3:36])=[N:28][C:29]3[C:34]([CH:35]=2)=[CH:33][CH:32]=[CH:31][N:30]=3)=[O:25])[CH:20]=[CH:21][C:16]=1[CH2:15][O:14][CH2:13][CH2:12][F:64] |f:2.3|. Reported procedure: A flask with a solution of 19 mg 2-[[2-fluoro-4-[[(2-methyl-1,8-naphthyridine-3-carbonyl)amino]methyl]phenyl]methoxy]ethyl 4-methylbenzenesulfonate (0.036 mmol), 26 mg Kryptofix 222 (4,7,13,16,21,24-Hexaoxa-1,10-diazabicyclo[8.8.8]-hexacosane) (0.069 mmol) and 4 mg KF (0.069 mmol) in 1.0 ml dry MeCN was added to a preheated oil bath and heated at 90 C for 30 min. The reaction mixture was cooled to room temperature and diluted with water. The mixture was extracted twice with EtOAc. The combined o... Reactants: C(C)N(C1(CCCC1)C#N)CC (1-(diethylamino)cyclopentane carbonitrile), C1(=CC=CC=C1)[Li] (phenyllithium), solution, NC(C1(CCCC1)N(C)C)C1=CC=CC=C1 (Racemic {1-[amino(phenyl)methyl]cyclopentyl}dimethylamine), [BH4-].[Na+] (sodium borohydride). The solvent is C(CCC)OCCCC (dibutylether), C1CCOC1 (THF), CO (methanol). The product is NC(C1(CCCC1)N(CC)CC)C1=CC=CC=C1 ((±)1-[Amino(phenyl)methyl]-N,N-diethylcyclopentanamine). The yield is 47.0%. As a reaction SMILES: [CH2:1]([N:3]([CH2:11][CH3:12])[C:4]1([C:9]#[N:10])[CH2:8][CH2:7][CH2:6][CH2:5]1)[CH3:2].[C:13]1([Li])[CH:18]=[CH:17][CH:16]=[CH:15][CH:14]=1.[BH4-].[Na+].NC(C1C=CC=CC=1)C1(N(C)C)CCCC1>C(OCCCC)CCC.C1COCC1.CO>[NH2:10][CH:9]([C:13]1[CH:18]=[CH:17][CH:16]=[CH:15][CH:14]=1)[C:4]1([N:3]([CH2:1][CH3:2])[CH2:11][CH3:12])[CH2:5][CH2:6][CH2:7][CH2:8]1 |f:2.3|. Reported procedure: The title compound (0.45 g, 47%) was prepared from 1-(diethylamino)cyclopentane carbonitrile D11 (0.65 g, 3.9 mmol), and phenyllithium in dibutylether (2.4 ml of a 1.8M solution; 4.3 mmol) in THF (4 ml), followed by reaction with sodium borohydride (0.445 g, 11.7 mmol) in methanol (4 ml) in a similar manner to that described in D2. 1H NMR (CDCl3) δ: 0.42 (1H, m), 1.10 (6H, m), 1.35 (3H, m), 1.55 (1H, m), 1.66 (2H, m), 1.80-2.08 (3H, m), 2.53-2.70 (4H, m), 4.22 (1H, s), 7.20-7.31 (3H, m), 7.47 (2...